This data is from the Open Reaction Database (ORD), a public repository of structured organic reaction records. The task is: describe an organic reaction: reactants, conditions, products, and yield Reactants: NC=1C(N(C(N(C1N)CCC)=O)CCC)=O (5,6-diamino-1,3-dipropyluracil), Cl (HCl), ClC1=NC=C(C(=O)Cl)C=C1 (6-Chloronicotinoyl chloride), OC1=NC=C(C(=O)O)C=C1 (6-hydroxynicotinic acid). The solvent is O (Water), N1=CC=CC=C1 (pyridine), [OH-].[Na+] (NaOH), C(Cl)Cl (CH2Cl2). Run at temperature 5 celsius, time 3 hour. Product: C(CC)N1C(=O)N(C=2N=C(NC2C1=O)C=1C=NC(=CC1)Cl)CCC (1,3-dipropyl-8-(6-chloro-3-pyridyl)xanthine). Reaction SMILES: [Cl:1][C:2]1[CH:10]=[CH:9][C:5]([C:6](Cl)=O)=[CH:4][N:3]=1.OC1C=CC(C(O)=O)=CN=1.[NH2:21][C:22]1[C:23](=[O:36])[N:24]([CH2:33][CH2:34][CH3:35])[C:25](=[O:32])[N:26]([CH2:29][CH2:30][CH3:31])[C:27]=1[NH2:28].Cl>C(Cl)Cl.N1C=CC=CC=1.[OH-].[Na+].O>[CH2:33]([N:24]1[C:23](=[O:36])[C:22]2[NH:21][C:6]([C:5]3[CH:4]=[N:3][C:2]([Cl:1])=[CH:10][CH:9]=3)=[N:28][C:27]=2[N:26]([CH2:29][CH2:30][CH3:31])[C:25]1=[O:32])[CH2:34][CH3:35] |f:6.7|. Procedure: 6-Chloronicotinoyl chloride, prepared from 6-hydroxynicotinic acid (1.44 g, 10.4 mmol), in CH2Cl2 (20 ml) was added dropwise to a solution of 5,6-diamino-1,3-dipropyluracil (1.81 g, 8 mmol) in dry pyridine (8.2 ml) maintained at 5° C. The reaction was warmed to room temperature and stirred for an additional 3 hours. Water (50 ml) was added to quench the reaction. The solvent was evaporated to afford a dark colored oil. The oil was refluxed for 2 h in 2N NaOH (20 ml). After cooling, the pH was ca...